Dataset: the Open Reaction Database (ORD), a public repository of structured organic reaction records. Task: describe an organic reaction: reactants, conditions, products, and yield The reactants are C(C1=CC=CC=C1)OC1=C(C=C(OC2=C3CCCC3=C(C=C2C)[N+](=O)[O-])C=C1)I (4-(4-benzyloxy-3-iodophenoxy)-5-methyl-7-nitroindane). The reagents and catalysts are [Pt] (Pt/C). Run in C(C)(=O)OCC (ethyl acetate). Run at time 2 hour. Product: C(C1=CC=CC=C1)OC1=C(C=C(OC=2C(=CC(=C3CCCC23)N)C)C=C1)I (7-(4-Benzyloxy-3-iodophenoxy)-6-methylindan-4-ylamine). The yield is 99.0%. As a reaction SMILES: [CH2:1]([O:8][C:9]1[CH:28]=[CH:27][C:12]([O:13][C:14]2[C:22]([CH3:23])=[CH:21][C:20]([N+:24]([O-])=O)=[C:19]3[C:15]=2[CH2:16][CH2:17][CH2:18]3)=[CH:11][C:10]=1[I:29])[C:2]1[CH:7]=[CH:6][CH:5]=[CH:4][CH:3]=1>C(OCC)(=O)C.[Pt]>[CH2:1]([O:8][C:9]1[CH:28]=[CH:27][C:12]([O:13][C:14]2[C:22]([CH3:23])=[CH:21][C:20]([NH2:24])=[C:19]3[C:15]=2[CH2:16][CH2:17][CH2:18]3)=[CH:11][C:10]=1[I:29])[C:2]1[CH:3]=[CH:4][CH:5]=[CH:6][CH:7]=1. Reported procedure: To a solution of 4-(4-benzyloxy-3-iodophenoxy)-5-methyl-7-nitroindane (4.18 g) in ethyl acetate (15 mL) was added 5% Pt/C (860 mg). The mixture was stirred under a hydrogen atmosphere at room temperature for 2 hours. The insoluble material was removed by filtration. The filtrate was evaporated under reduced pressure to dryness to give the title compound (3.89 g). Starting materials: BrC=1C(=CC2=C(C=C(C=C2C1)C1=CC=C(C=C1)OC)Cl)O (3-bromo-8-chloro-6-(4-methoxyphenyl)-2-naphthol), B(Br)(Br)Br (boron tribromide). Yields the product BrC=1C(=CC2=C(C=C(C=C2C1)C1=CC=C(C=C1)O)Cl)O (3-Bromo-8-chloro-6-(4-hydroxyphenyl)-2-naphthol), yellow oil. The yield is 61.0%. Reaction SMILES: [Br:1][C:2]1[C:3]([OH:21])=[CH:4][C:5]2[C:10]([CH:11]=1)=[CH:9][C:8]([C:12]1[CH:17]=[CH:16][C:15]([O:18]C)=[CH:14][CH:13]=1)=[CH:7][C:6]=2[Cl:20].B(Br)(Br)Br>>[Br:1][C:2]1[C:3]([OH:21])=[CH:4][C:5]2[C:10]([CH:11]=1)=[CH:9][C:8]([C:12]1[CH:13]=[CH:14][C:15]([OH:18])=[CH:16][CH:17]=1)=[CH:7][C:6]=2[Cl:20]. Procedure details: The title compound was prepared by reacting 3-bromo-8-chloro-6-(4-methoxyphenyl)-2-naphthol (0.24 g, 0.66 mmol) with boron tribromide (1.6 mL of 1N solution, 1.6 mmol) according to method D to yield 0.14 g (61%) of a yellow oil. The product was further purified by reverse phase preparative HPLC to yield the title compound as a white solid: mp 188-190° C.; 1H NMR (DMSO-d6): δ 6.88 (1H, d, J=8.60 Hz), 7.57 (1H, s), 7.71 (2H, d, J=8.61 Hz), 7.89 (1H, d, J=1.60 Hz), 8.02 (1H, s), 8.31 (1H, s), 9.67 ... Reactants: CS(=O)(=O)O.O=P12OP3(=O)OP(=O)(O1)OP(=O)(O2)O3 (Eaton's reagent), BrC1=CC=C(N)C=C1 (4-bromoaniline), CC1(OC(CC(O1)=O)=O)C (2,2-dimethyl-1,3-dioxan-4,6-dione), BrC1=CC=C(C=C1)NC(CC(=O)O)=O (3-((4-bromophenyl)amino)-3-oxopropanoic acid). The solvent is O (water). Reaction conditions: temperature 80 celsius. Product: BrC=1C=C2C(=CC(NC2=CC1)=O)O (6-Bromo-4-hydroxyquinolin-2(1H)-one). RXN SMILES: BrC1C=CC(N)=CC=1.CC1(C)OC(=O)CC(=O)O1.[Br:19][C:20]1[CH:25]=[CH:24][C:23]([NH:26][C:27](=[O:32])[CH2:28][C:29]([OH:31])=O)=[CH:22][CH:21]=1.CS(O)(=O)=O.O=P12OP3(OP(OP(O3)(O1)=O)(=O)O2)=O>O>[Br:19][C:20]1[CH:21]=[C:22]2[C:23](=[CH:24][CH:25]=1)[NH:26][C:27](=[O:32])[CH:28]=[C:29]2[OH:31] |f:3.4|. Procedure: According to the general method described in Synth. Commun. 2010, 40, 732, a mixture of 4-bromoaniline (10.0 g, 58.1 mmol) and 2,2-dimethyl-1,3-dioxan-4,6-dione (8.40 g, 58.1 mmol) was heated at 80° C. for 1 hour and cooled to room temperature to receive 3-((4-bromophenyl)amino)-3-oxopropanoic acid as a solid. A stream of nitrogen gas was passed over the solid product to remove liquid acetone formed as a by-product. To this solid was added Eaton's reagent (40 mL) and the mixture was heated at 70... Reactants: BrC1=C(C=CC=C1)CCCCO (4-(o-bromophenyl)-1-butanol), S1C(=CC=C1)B(O)O (thiophene-2-boronic acid), C(=O)(O)[O-].[Na+] (NaHCO3). Reagents/catalysts: [Pd].C1(=CC=CC=C1)P(C1=CC=CC=C1)C1=CC=CC=C1.C1(=CC=CC=C1)P(C1=CC=CC=C1)C1=CC=CC=C1.C1(=CC=CC=C1)P(C1=CC=CC=C1)C1=CC=CC=C1.C1(=CC=CC=C1)P(C1=CC=CC=C1)C1=CC=CC=C1 (tetrakis(triphenylphosphine) palladium (0)). Solvent: O (water), COCCOC (1,2-dimethoxyethane). Product: S1C(=CC=C1)C1=C(C=CC=C1)CCCCO (4-(2-thien-2-yl-phenyl)-butan-1-ol). RXN SMILES: Br[C:2]1[CH:7]=[CH:6][CH:5]=[CH:4][C:3]=1[CH2:8][CH2:9][CH2:10][CH2:11][OH:12].[S:13]1[CH:17]=[CH:16][CH:15]=[C:14]1B(O)O.C([O-])(O)=O.[Na+]>COCCOC.O.[Pd].C1(P(C2C=CC=CC=2)C2C=CC=CC=2)C=CC=CC=1.C1(P(C2C=CC=CC=2)C2C=CC=CC=2)C=CC=CC=1.C1(P(C2C=CC=CC=2)C2C=CC=CC=2)C=CC=CC=1.C1(P(C2C=CC=CC=2)C2C=CC=CC=2)C=CC=CC=1>[S:13]1[CH:17]=[CH:16][CH:15]=[C:14]1[C:2]1[CH:7]=[CH:6][CH:5]=[CH:4][C:3]=1[CH2:8][CH2:9][CH2:10][CH2:11][OH:12] |f:2.3,6.7.8.9.10|. Reported procedure: To a solution of 4-(o-bromophenyl)-1-butanol (1.222 g, ca 0.0053 mol) and tetrakis(triphenylphosphine) palladium (0) (650 mg, 0.562 mmol) in 1,2-dimethoxyethane (55 mL) was added thiophene-2-boronic acid (2.057 g, 0.016 mol) and 1N aqueous NaHCO3 (15 mL). The resulting mixture was heated at reflux under nitrogen atmosphere for 3 days. The dark reaction mixture was diluted with water (50 mL) and extracted with EtOAc (100 mL). The organic layer was dried over Na2SO4, filtered through a bed of Celi... Reactants: CC(C)C(O)(c1cccc(Br)c1)c1cn(C(c2ccccc2)(c2ccccc2)c2ccccc2)cn1, OB(O)c1ccc(C(F)(F)F)cc1, [Na+], [Na+], O=C([O-])[O-], c1ccc(P(c2ccccc2)(c2ccccc2)[Pd](P(c2ccccc2)(c2ccccc2)c2ccccc2)(P(c2ccccc2)(c2ccccc2)c2ccccc2)P(c2ccccc2)(c2ccccc2)c2ccccc2)cc1. Yields the product CC(C)C(O)(c1cccc(-c2ccc(C(F)(F)F)cc2)c1)c1cn(C(c2ccccc2)(c2ccccc2)c2ccccc2)cn1. Reaction SMILES: [Br:1][c:2]1[cH:3][c:4]([C:8]([CH:9]([CH3:10])[CH3:11])([OH:12])[c:13]2[n:14][cH:15][n:16]([C:18]([c:19]3[cH:20][cH:21][cH:22][cH:23][cH:24]3)([c:25]3[cH:26][cH:27][cH:28][cH:29][cH:30]3)[c:31]3[cH:32][cH:33][cH:34][cH:35][cH:36]3)[cH:17]2)[cH:5][cH:6][cH:7]1.[F:37][C:38]([c:39]1[cH:40][cH:41][c:42]([B:45]([OH:46])[OH:47])[cH:43][cH:44]1)([F:48])[F:49].[Na+:50].[Na+:51].[O-:52][C:53](=[O:54])[O-:55].[cH:56]1[cH:57][cH:58][c:59]([P:60]([Pd:61]([P:62]([c:63]2[cH:64][cH:65][cH:66][cH:67][cH:68]2)([c:69]2[cH:70][cH:71][cH:72][cH:73][cH:74]2)[c:75]2[cH:76][cH:77][cH:78][cH:79][cH:80]2)([P:81]([c:82]2[cH:83][cH:84][cH:85][cH:86][cH:87]2)([c:88]2[cH:89][cH:90][cH:91][cH:92][cH:93]2)[c:94]2[cH:95][cH:96][cH:97][cH:98][cH:99]2)[P:100]([c:101]2[cH:102][cH:103][cH:104][cH:105][cH:106]2)([c:107]2[cH:108][cH:109][cH:110][cH:111][cH:112]2)[c:113]2[cH:114][cH:115][cH:116][cH:117][cH:118]2)([c:119]2[cH:120][cH:121][cH:122][cH:123][cH:124]2)[c:125]2[cH:126][cH:127][cH:128][cH:129][cH:130]2)[cH:131][cH:132]1>>[c:2]1(-[c:42]2[cH:41][cH:40][c:39]([C:38]([F:37])([F:48])[F:49])[cH:44][cH:43]2)[cH:3][c:4]([C:8]([CH:9]([CH3:10])[CH3:11])([OH:12])[c:13]2[n:14][cH:15][n:16]([C:18]([c:19]3[cH:20][cH:21][cH:22][cH:23][cH:24]3)([c:25]3[cH:26][cH:27][cH:28][cH:29][cH:30]3)[c:31]3[cH:32][cH:33][cH:34][cH:35][cH:36]3)[cH:17]2)[cH:5][cH:6][cH:7]1. Starting materials: CCO, O=[N+]([O-])c1ccc(F)c(N2CCOCC2)c1, O, O, Cl[Sn]Cl. Yields the product Nc1ccc(F)c(N2CCOCC2)c1. As a reaction SMILES: [CH3:17][CH2:18][OH:19].[F:1][c:2]1[c:3]([N:11]2[CH2:12][CH2:13][O:14][CH2:15][CH2:16]2)[cH:4][c:5]([N+:8]([O-:9])=[O:10])[cH:6][cH:7]1.[OH2:20].[OH2:21].[Sn:22]([Cl:23])[Cl:24]>>[F:1][c:2]1[c:3]([N:11]2[CH2:12][CH2:13][O:14][CH2:15][CH2:16]2)[cH:4][c:5]([NH2:8])[cH:6][cH:7]1.